Dataset: the Open Reaction Database (ORD), a public repository of structured organic reaction records. Task: describe an organic reaction: reactants, conditions, products, and yield Starting materials: C(C)(C)(C)OC(N[C@H](CC)C1=C(C(=C(C=C1)Cl)C(=O)C=1C=NC=CC1)F)=O ({(R)-1-[4-chloro-2-fluoro-3-(pyridine-3-carbonyl)-phenyl]-propyl}-carbamic acid tert-butyl ester), Cl (HCl), O1CCOCC1 (dioxane). The solvent is C(Cl)Cl (DCM). Run at time 18 hour. The product is N[C@H](CC)C=1C(=C(C(=CC1)Cl)C(=O)C=1C=NC=CC1)F ([3-((R)-1-Amino-propyl)-6-chloro-2-fluoro-phenyl]-pyridin-3-yl-methanone). The yield is 125.9%. As a reaction SMILES: C(OC(=O)[NH:7][C@@H:8]([C:11]1[CH:16]=[CH:15][C:14]([Cl:17])=[C:13]([C:18]([C:20]2[CH:21]=[N:22][CH:23]=[CH:24][CH:25]=2)=[O:19])[C:12]=1[F:26])[CH2:9][CH3:10])(C)(C)C.Cl.O1CCOCC1>C(Cl)Cl>[NH2:7][C@@H:8]([C:11]1[C:12]([F:26])=[C:13]([C:18]([C:20]2[CH:21]=[N:22][CH:23]=[CH:24][CH:25]=2)=[O:19])[C:14]([Cl:17])=[CH:15][CH:16]=1)[CH2:9][CH3:10]. Procedure details: Step 2 To a solution of {(R)-1-[4-chloro-2-fluoro-3-(pyridine-3-carbonyl)-phenyl]-propyl}-carbamic acid tert-butyl ester (16.0 g, 40.7 mmol) in DCM (300 mL) was added 4M HCl in dioxane (41 mL, 162 mmol, 4 eq) and the reaction stirred for 18 h. The mixture was concentrated and then triturated with diethyl ether (˜200 mL) and the pale green solid filtered off and dried in a vacuum oven to give [3-((R)-1-Amino-propyl)-6-chloro-2-fluoro-phenyl]-pyridin-3-yl-methanone (15.0 g) as the HCl salt. Materi...